This data is from the Open Reaction Database (ORD), a public repository of structured organic reaction records. The task is: describe an organic reaction: reactants, conditions, products, and yield As a reaction SMILES: [C:1]([O:6][CH2:7][CH3:8])(=S)[C:2]([NH2:4])=O.[OH2:9].[NH2:10][NH2:11].O.[N:13]1[CH:18]=[CH:17][C:16]([C:19](=O)[C:20]([O:22]CC)=O)=[CH:15][CH:14]=1>C(O)C>[O:22]=[C:20]1[C:19]([C:16]2[CH:17]=[CH:18][N:13]=[CH:14][CH:15]=2)=[N:11][NH:10][C:2]([C:1]([O:6][CH2:7][CH3:8])=[O:9])=[N:4]1 |f:1.2,3.4|. Reaction conditions: time 30 minute. Procedure details: Ethyl thiooxamate (172 mg) was suspended in ethanol (5 ml) at 0° C., followed by the addition of hydrazine monohydrate (63 μl). While the resulting gas was suctioned, the resulting mixture was stirred for 30 minutes. Ethyl (pyridin-4-yl)glyoxylate hydrate (254 mg) was added to the reaction mixture and the mixture was stirred at room temperature for 30 minutes. After heating under reflux for 4 hours, the reaction mixture was concentrated. The yellow powder thus precipitated was collected by filtr... The product is O=C1N=C(NN=C1C1=CC=NC=C1)C(=O)OCC (Ethyl 2,5-dihydro-5-oxo-6-(pyridin-4-yl)-1,2,4-triazine-3-carboxylate). Run in C(C)O (ethanol). Starting materials: C(C(=O)N)(=S)OCC (Ethyl thiooxamate), O.NN (hydrazine monohydrate), O.N1=CC=C(C=C1)C(C(=O)OCC)=O (Ethyl (pyridin-4-yl)glyoxylate hydrate). The reactants are CC(C)(C)[Si](C)(C)OCCCBr, CCOC(C)=O, CN(C)C=O, [H-], [Na+], CCOC(=O)CO. Yields the product CCOC(=O)COCCCO[Si](C)(C)C(C)(C)C. RXN SMILES: [Br:10][CH2:11][CH2:12][CH2:13][O:14][Si:15]([CH3:16])([CH3:17])[C:18]([CH3:19])([CH3:20])[CH3:21].[CH3:22][CH2:23][O:24][C:25](=[O:26])[CH3:27].[CH3:28][N:29]([CH3:30])[CH:31]=[O:32].[H-:8].[Na+:9].[OH:1][CH2:2][C:3](=[O:4])[O:5][CH2:6][CH3:7]>>[O:1]([CH2:2][C:3](=[O:4])[O:5][CH2:6][CH3:7])[CH2:11][CH2:12][CH2:13][O:14][Si:15]([CH3:16])([CH3:17])[C:18]([CH3:19])([CH3:20])[CH3:21]. Starting materials: CCO, Nc1c(Cl)cc([N+](=O)[O-])cc1Cl, O=N[O-], [Na+], O, O=S(=O)(O)O. Yields the product O=[N+]([O-])c1cc(Cl)cc(Cl)c1. As a reaction SMILES: [CH3:13][CH2:14][OH:15].[Cl:1][c:2]1[c:3]([NH2:4])[c:5]([Cl:12])[cH:6][c:7]([N+:9](=[O:10])[O-:11])[cH:8]1.[N:16]([O-:17])=[O:18].[Na+:19].[OH2:25].[S:20](=[O:21])(=[O:22])([OH:23])[OH:24]>>[Cl:1][c:2]1[cH:3][c:5]([Cl:12])[cH:6][c:7]([N+:9](=[O:10])[O-:11])[cH:8]1. Starting materials: CO, C[Si](C)(C)Cl, [I-], [N-]=[N+]=NCCNc1nonc1-c1noc(=O)n1Cc1cc(Br)co1, [Na+], [Na+], [Na+], O, O=S([O-])([O-])=S. Yields the product I, NCCNc1nonc1-c1noc(=O)n1Cc1cc(Br)co1. RXN SMILES: [CH3:39][OH:40].[Cl:27][Si:28]([CH3:29])([CH3:30])[CH3:31].[I-:26].[N:1](=[N+:2]=[N-:3])[CH2:4][CH2:5][NH:6][c:7]1[c:8](-[c:12]2[n:13][o:14][c:15](=[O:24])[n:16]2[CH2:17][c:18]2[o:19][cH:20][c:21]([Br:23])[cH:22]2)[n:9][o:10][n:11]1.[Na+:25].[Na+:37].[Na+:38].[OH2:41].[S:32]([O-:33])([O-:34])(=[O:35])=[S:36]>>[IH:26].[NH2:1][CH2:4][CH2:5][NH:6][c:7]1[c:8](-[c:12]2[n:13][o:14][c:15](=[O:24])[n:16]2[CH2:17][c:18]2[o:19][cH:20][c:21]([Br:23])[cH:22]2)[n:9][o:10][n:11]1. The reactants are N#CC1CC(F)CN1C(=O)CNC12CCC(C(=O)O)(CC1)CC2, Clc1ccc(CBr)cc1. Product: N#CC1CC(F)CN1C(=O)CNC12CCC(C(=O)OCc3ccc(Cl)cc3)(CC1)CC2. As a reaction SMILES: [C:1](=[O:2])([OH:3])[C:4]12[CH2:5][CH2:6][C:7]([NH:12][CH2:13][C:14](=[O:15])[N:16]3[CH:17]([C:22]#[N:23])[CH2:18][CH:19]([F:21])[CH2:20]3)([CH2:8][CH2:9]1)[CH2:10][CH2:11]2.[Cl:24][c:25]1[cH:26][cH:27][c:28]([CH2:29][Br:30])[cH:31][cH:32]1>>[C:1]([O:2][CH2:29][c:28]1[cH:27][cH:26][c:25]([Cl:24])[cH:32][cH:31]1)(=[O:3])[C:4]12[CH2:5][CH2:6][C:7]([NH:12][CH2:13][C:14](=[O:15])[N:16]3[CH:17]([C:22]#[N:23])[CH2:18][CH:19]([F:21])[CH2:20]3)([CH2:8][CH2:9]1)[CH2:10][CH2:11]2. Reactants: CC1(NC(OC12CN(CC2)C(=O)OCC2=CC=CC=C2)=O)C (benzyl 4,4-dimethyl-2-oxo-1-oxa-3,7-diazaspiro[4.4]nonane-7-carboxylate), [H][H] (hydrogen). The reagents and catalysts are [Pd] (Pd/C). Run in CO (MeOH). The product is CC1(NC(OC12CNCC2)=O)C (4,4-dimethyl-1-oxa-3,7-diazaspiro[4.4]nonan-2-one). As a reaction SMILES: [CH3:1][C:2]1([CH3:22])[C:6]2([CH2:10][CH2:9][N:8](C(OCC3C=CC=CC=3)=O)[CH2:7]2)[O:5][C:4](=[O:21])[NH:3]1.[H][H]>CO.[Pd]>[CH3:1][C:2]1([CH3:22])[C:6]2([CH2:10][CH2:9][NH:8][CH2:7]2)[O:5][C:4](=[O:21])[NH:3]1. Procedure: A mixture of benzyl 4,4-dimethyl-2-oxo-1-oxa-3,7-diazaspiro[4.4]nonane-7-carboxylate (0.50 g, 0.0016 mol) (2nd peak from chiral separation) in 20 mL of MeOH was hydrogenated in the presence of 10% Pd/C, under a balloon pressure of hydrogen, for 2 h. After filtering off the catalyst, the filtrate was concentrated to dryness and the resultant residue was used directly in next step. LCMS (M+H) 171.2. Product: CN(C)CC1CC2=CC=C(C=C2CC1)OCC1=CC=C(C=C1)NS(=O)(=O)C1=CC=C(C=C1)OC (2-[(N,N-Dimethylamino)methyl]-6-[4-[(4-methoxyphenyl) sulfonylamino)benzyloxy]tetralin). Procedure details: THF solution (1 ml) of 4-methoxybenzenesulfonyl chloride (270 mg) was added dropwise to pyridine solution (6 ml) of 6-[(4-aminobenzyl)oxy]-2-[(N,N-dimethylamino)methyl]tetralin (300 mg) under ice-cooling, which was stirred for 15 minutes. After stirring at room temperature for further 15 minutes, 10% aqueous potassium carbonate solution was added to the reaction mixture, and extraction was conducted using ethyl acetate. The organic layer was washed with water and saturated aqueous sodium chlorid... Run at time 15 minute. Solvent: C(C)(=O)OCC (ethyl acetate), N1=CC=CC=C1 (pyridine). Isolated yield 56.0%. As a reaction SMILES: C1COCC1.[CH3:6][O:7][C:8]1[CH:13]=[CH:12][C:11]([S:14](Cl)(=[O:16])=[O:15])=[CH:10][CH:9]=1.[NH2:18][C:19]1[CH:40]=[CH:39][C:22]([CH2:23][O:24][C:25]2[CH:26]=[C:27]3[C:32](=[CH:33][CH:34]=2)[CH2:31][CH:30]([CH2:35][N:36]([CH3:38])[CH3:37])[CH2:29][CH2:28]3)=[CH:21][CH:20]=1.C(=O)([O-])[O-].[K+].[K+]>C(OCC)(=O)C.N1C=CC=CC=1>[CH3:38][N:36]([CH2:35][CH:30]1[CH2:29][CH2:28][C:27]2[C:32](=[CH:33][CH:34]=[C:25]([O:24][CH2:23][C:22]3[CH:21]=[CH:20][C:19]([NH:18][S:14]([C:11]4[CH:12]=[CH:13][C:8]([O:7][CH3:6])=[CH:9][CH:10]=4)(=[O:16])=[O:15])=[CH:40][CH:39]=3)[CH:26]=2)[CH2:31]1)[CH3:37] |f:3.4.5|. Starting materials: C([O-])([O-])=O.[K+].[K+] (potassium carbonate), C1CCOC1 (THF), COC1=CC=C(C=C1)S(=O)(=O)Cl (4-methoxybenzenesulfonyl chloride), NC1=CC=C(COC=2C=C3CCC(CC3=CC2)CN(C)C)C=C1 (6-[(4-aminobenzyl)oxy]-2-[(N,N-dimethylamino)methyl]tetralin). The reactants are C(C)(C)O (isopropanol), C(C)N1C2=CC=C(C=C2C=2C=C(C=CC12)C(=O)O)C(=O)O (9-ethylcarbazole-3,6-dicarboxylic acid), C(C)N(CCCCl)CC (3-diethylaminopropylchloride). The reagents and catalysts are [Cl-].C(C1=CC=CC=C1)[N+](C)(C)C (benzyltrimethylammonium chloride). Run in CCOCC (ether). Product: Cl.Cl.C(C)N(CCCOC(=O)C=1C=CC=2N(C3=CC=C(C=C3C2C1)C(=O)OCCCN(CC)CC)CC)CC (bis(3-diethylaminopropyl)-9-ethylcarbazole-3,6-dicarboxylate dihydrochloride). As a reaction SMILES: [CH:1](O)([CH3:3])[CH3:2].[CH2:5]([N:7]1[C:19]2[CH:18]=[CH:17][C:16]([C:20]([OH:22])=[O:21])=[CH:15][C:14]=2[C:13]2[C:8]1=[CH:9][CH:10]=[C:11]([C:23]([OH:25])=[O:24])[CH:12]=2)[CH3:6].[CH2:26]([N:28]([CH2:33][CH3:34])[CH2:29][CH2:30][CH2:31][Cl:32])[CH3:27]>[Cl-].C([N+](C)(C)C)C1C=CC=CC=1.CCOCC>[ClH:32].[ClH:32].[CH2:5]([N:7]([CH2:8][CH3:9])[CH2:2][CH2:1][CH2:3][O:24][C:23]([C:11]1[CH:10]=[CH:9][C:8]2[N:7]([CH2:5][CH3:6])[C:19]3[C:14]([C:13]=2[CH:12]=1)=[CH:15][C:16]([C:20]([O:22][CH2:31][CH2:30][CH2:29][N:28]([CH2:33][CH3:34])[CH2:26][CH3:27])=[O:21])=[CH:17][CH:18]=3)=[O:25])[CH3:6] |f:3.4,6.7.8|. Procedure: To 250 ml of isopropanol is added 10.0 g (0.035 mole) of 9-ethylcarbazole-3,6-dicarboxylic acid, 21.2 g (0.14 mole) of 3-diethylaminopropylchloride and 0.5 ml of 60% aqueous benzyltrimethylammonium chloride. The solution is heated at reflux for 2 hours with stirring and then allowed to stir overnight at room temperature. Addition of ether to the reaction mixture gives a crystalline product which is recrystallized twice from methanol-acetone to give bis(3-diethylaminopropyl)-9-ethylcarbazole-3,6-... Reactants: O=C(O)c1cc(Cl)cc(Cl)n1, CC(=O)c1ccc(N)cc1. Reagents/catalysts: C1CCC(CC1)N=C=NC2CCCCC2 (DCC), CCN(C(C)C)C(C)C (DIPEA), C1(=C(C(=C(C(=C1F)F)F)F)F)O (Pentafluorophenol). Solvent: CN(C)C=O (DMF), CN(C)C=O (DMF), CN(C)C=O (DMF), CN(C)C=O (DMF), CN(C)C=O (DMF), CN(C)C=O (DMF). Reaction conditions: temperature 25 celsius, time 2 hour. The product is CC(=O)c1ccc(NC(=O)c2cc(Cl)cc(Cl)n2)cc1. The yield is 18.7%. Reaction SMILES: CC(=O)c1ccc(N)cc1.O=C(O)c1cc(Cl)cc(Cl)n1.C1CCC(CC1)N=C=NC2CCCCC2.C1(=C(C(=C(C(=C1F)F)F)F)F)O.CCN(C(C)C)C(C)C.CN(C)C=O>>CC(=O)c1ccc(NC(=O)c2cc(Cl)cc(Cl)n2)cc1. Starting materials: hydrochloride salt, N(=[N+]=[N-])CC1CC2=C(O1)C=1CCCCC1C=C2 ((±)-2-(azidomethyl)-2,3,6,7,8,9-hexahydronaphtho[1,2-b]furan). Reagents/catalysts: [Pd] (palladium on carbon). Product: O1C2=C(CC1CN)C=CC=1CCCCC12 ((±)-1-(2,3,6,7,8,9-hexahydronaphtho[1,2-b]furan-2-yl)methanamine). Isolated yield 67.0%. As a reaction SMILES: [N:1]([CH2:4][CH:5]1[O:9][C:8]2[C:10]3[CH2:11][CH2:12][CH2:13][CH2:14][C:15]=3[CH:16]=[CH:17][C:7]=2[CH2:6]1)=[N+]=[N-]>[Pd]>[O:9]1[CH:5]([CH2:4][NH2:1])[CH2:6][C:7]2[CH:17]=[CH:16][C:15]3[CH2:14][CH2:13][CH2:12][CH2:11][C:10]=3[C:8]1=2. Procedure details: Treatment of (±)-2,3,6,7,8,9-hexahydronaphtho[1,2-b]furan-2-ylmethyl 4-methylbenzenesulfonate (2.05 g, 5.72 mmol) with sodium azide (0.929 g, 14.30 mmol) generally according to the procedure described for Intermediate 24 gave (±)-2-(azidomethyl)-2,3,6,7,8,9-hexahydronaphtho[1,2-b]furan. Treatment of the azide with palladium on carbon (10 wt. %, 0.094 g) generally according to the procedure described for Example 2 afforded 0.917 g (67%) of (±)-1-(2,3,6,7,8,9-hexahydronaphtho[1,2-b]furan-2-yl)meth...